The task is: describe an organic reaction: reactants, conditions, products, and yield. This data is from the Open Reaction Database (ORD), a public repository of structured organic reaction records. Reactants: CCn1c(CCl)nc2cc(Br)ccc21, C1CCOC1, CC(C)[N-]C(C)C, CC(=O)c1cccc(F)c1, [Li+]. The product is CCn1c(CCC(=O)c2cccc(F)c2)nc2cc(Br)ccc21. As a reaction SMILES: [Br:19][c:20]1[cH:21][c:22]2[c:23]([n:24]([CH2:29][CH3:30])[c:25]([CH2:27][Cl:28])[n:26]2)[cH:31][cH:32]1.[CH2:33]1[O:34][CH2:35][CH2:36][CH2:37]1.[CH3:12][CH:13]([N-:14][CH:15]([CH3:16])[CH3:17])[CH3:18].[F:1][c:2]1[cH:3][c:4]([C:8]([CH3:9])=[O:10])[cH:5][cH:6][cH:7]1.[Li+:11]>>[F:1][c:2]1[cH:3][c:4]([C:8]([CH2:9][CH2:27][c:25]2[n:24]([CH2:29][CH3:30])[c:23]3[c:22]([cH:21][c:20]([Br:19])[cH:32][cH:31]3)[n:26]2)=[O:10])[cH:5][cH:6][cH:7]1. The reactants are O (water), BrC=1SC(=C(N1)C1=NC=C(N=C1)Cl)C(=O)OCC (Ethyl 2-bromo-4-(5-chloropyrazin-2-yl)-1,3-thiazole-5-carboxylate), BrC=1SC(=C(N1)C1=NC=C(N=C1)Cl)C(=O)OCC (Ethyl 2-bromo-4-(5-chloropyrazin-2-yl)-1,3-thiazole-5-carboxylate), ClC1=C(NC(=C1Cl)C)C(=O)N[C@H]1[C@H](CNCC1)C (3,4-dichloro-5-methyl-N-[(3S,4R)-3-methylpiperidin-4-yl]-1H-pyrrole-2-carboxamide), ClC1=C(NC(=C1Cl)C)C(=O)N[C@H]1[C@H](CNCC1)C (3,4-dichloro-5-methyl-N-[(3S,4R)-3-methylpiperidin-4-yl]-1H-pyrrole-2-carboxamide), C(C)(C)N(C(C)C)CC (N,N-Diisopropylethylamine). Solvent: CN1C(CCC1)=O (N-methyl 2-pyrrolidinone). Run at temperature 50 celsius. Product: ClC=1N=CC(=NC1)C=1N=C(SC1C(=O)OCC)N1C[C@@H]([C@@H](CC1)NC(=O)C=1NC(=C(C1Cl)Cl)C)C (ethyl 4-(5-chloropyrazin-2-yl)-2-[(3S,4R)-4-{[(3,4-dichloro-5-methyl-1H-pyrrol-2-yl)carbonyl]amino}-3-methylpiperidin-1-yl]-1,3-thiazole-5-carboxylate). Yield: 76.7%. As a reaction SMILES: Br[C:2]1[S:3][C:4]([C:14]([O:16][CH2:17][CH3:18])=[O:15])=[C:5]([C:7]2[CH:12]=[N:11][C:10]([Cl:13])=[CH:9][N:8]=2)[N:6]=1.[Cl:19][C:20]1[C:24]([Cl:25])=[C:23]([CH3:26])[NH:22][C:21]=1[C:27]([NH:29][C@@H:30]1[CH2:35][CH2:34][NH:33][CH2:32][C@@H:31]1[CH3:36])=[O:28].C(N(CC)C(C)C)(C)C.O>CN1CCCC1=O>[Cl:13][C:10]1[N:11]=[CH:12][C:7]([C:5]2[N:6]=[C:2]([N:33]3[CH2:34][CH2:35][C@@H:30]([NH:29][C:27]([C:21]4[NH:22][C:23]([CH3:26])=[C:24]([Cl:25])[C:20]=4[Cl:19])=[O:28])[C@@H:31]([CH3:36])[CH2:32]3)[S:3][C:4]=2[C:14]([O:16][CH2:17][CH3:18])=[O:15])=[N:8][CH:9]=1. Reported procedure: To a stirred solution of ethyl 2-bromo-4-(5-chloropyrazin-2-yl)-1,3-thiazole-5-carboxylate (Intermediate 47, 1.8 g, 5.142 mmol), and 3,4-dichloro-5-methyl-N-[(3S,4R)-3-methylpiperidin-4-yl]-1H-pyrrole-2-carboxamide (Intermediate 39, 1.47 g, 5.142 mmol) in N-methyl 2-pyrrolidinone (1 mL) was added N,N-Diisopropylethylamine (1.7 mL, 10.284 mmol) at room temperature. The reaction mixture was heated to 50° C. for 5 h. The reaction mixture was cooled to room temperature, water (60 mL) was added, the ...